This data is from the Open Reaction Database (ORD), a public repository of structured organic reaction records. The task is: describe an organic reaction: reactants, conditions, products, and yield Starting materials: CC(C)OC(=O)c1cc(-n2c(=O)[nH]c3c(c2=O)CCC3)c(Cl)cc1Br, COS(=O)(=O)OC, CC(C)O. Product: CC(C)OC(=O)c1cc(-n2c(=O)c3c(n(C)c2=O)CCC3)c(Cl)cc1Br. RXN SMILES: [Br:1][c:2]1[c:3]([C:4](=[O:5])[O:6][CH:7]([CH3:8])[CH3:9])[cH:10][c:11](-[n:15]2[c:16](=[O:25])[nH:17][c:18]3[c:19]([c:20]2=[O:21])[CH2:22][CH2:23][CH2:24]3)[c:12]([Cl:14])[cH:13]1.[CH3:26][O:27][S:28]([O:29][CH3:30])(=[O:31])=[O:32].[CH:33]([OH:34])([CH3:35])[CH3:36]>>[Br:1][c:2]1[c:3]([C:4](=[O:5])[O:6][CH:7]([CH3:8])[CH3:9])[cH:10][c:11](-[n:15]2[c:16](=[O:25])[n:17]([CH3:26])[c:18]3[c:19]([c:20]2=[O:21])[CH2:22][CH2:23][CH2:24]3)[c:12]([Cl:14])[cH:13]1. RXN SMILES: [F:1][C:2]1[CH:3]=[CH:4][C:5]([O:18][CH2:19][C:20]2[CH:25]=[CH:24][C:23]([C:26]3[CH:31]=[CH:30][C:29]([C:32]([F:35])([F:34])[F:33])=[CH:28][CH:27]=3)=[CH:22][CH:21]=2)=[C:6]([CH2:8][CH2:9][NH:10][CH2:11][CH2:12][CH2:13][CH2:14][C:15]([OH:17])=[O:16])[CH:7]=1.Br[CH2:37][C:38]1[CH:39]=[C:40]([F:56])[C:41]([O:45][Si](C(C)C)(C(C)C)C(C)C)=[C:42]([F:44])[CH:43]=1.C(=O)([O-])[O-].[K+].[K+].[I-].[K+]>CC(C)=O.C(OCC)(=O)C.O>[F:44][C:42]1[CH:43]=[C:38]([CH:39]=[C:40]([F:56])[C:41]=1[OH:45])[CH2:37][N:10]([CH2:9][CH2:8][C:6]1[CH:7]=[C:2]([F:1])[CH:3]=[CH:4][C:5]=1[O:18][CH2:19][C:20]1[CH:25]=[CH:24][C:23]([C:26]2[CH:27]=[CH:28][C:29]([C:32]([F:33])([F:34])[F:35])=[CH:30][CH:31]=2)=[CH:22][CH:21]=1)[CH2:11][CH2:12][CH2:13][CH2:14][C:15]([OH:17])=[O:16] |f:2.3.4,5.6|. The solvent is C(C)(=O)OCC (ethyl acetate), O (water), CC(=O)C (acetone). Yields the product FC=1C=C(CN(CCCCC(=O)O)CCC2=C(C=CC(=C2)F)OCC2=CC=C(C=C2)C2=CC=C(C=C2)C(F)(F)F)C=C(C1O)F (5-{(3,5-Difluoro-4-hydroxybenzyl)-[2-(5-fluoro-2-{[4′-(trifluoromethyl)biphenyl-4-yl]methoxy}phenyl)ethyl]amino}pentanoic acid). Procedure details: A solution of 40 mg (0.08 mmol) of 5-{[2-(5-fluoro-2-{[4′-(trifluoromethyl)biphenyl-4-yl]methoxy}phenyl)ethyl]amino}pentanoic acid in 5 ml of acetone is mixed with 54.5 mg (0.09 mmol) of [4-(bromomethyl)-2,6-difluorophenoxy]triisopropyl)silane (Example 16A), 22.6 mg (0.16 mmol) of potassium carbonate and 20.3 mg (0.12 mmol) of potassium iodide and heated under reflux for 12 h. Cooling is followed by addition of water to the mixture and extraction with ethyl acetate. The organic phase is washed w... Reactants: FC=1C=CC(=C(C1)CCNCCCCC(=O)O)OCC1=CC=C(C=C1)C1=CC=C(C=C1)C(F)(F)F (5-{[2-(5-fluoro-2-{[4′-(trifluoromethyl)biphenyl-4-yl]methoxy}phenyl)ethyl]amino}pentanoic acid), BrCC=1C=C(C(=C(C1)F)O[Si](C(C)C)(C(C)C)C(C)C)F (5-Bromomethyl-1,3-difluoro-2-triisopropylsilanyloxybenzene), C([O-])([O-])=O.[K+].[K+] (potassium carbonate), [I-].[K+] (potassium iodide). Starting materials: CO (methanol), C(CCC)[Li] (butyllithium), hexanes, triethyl phosphonoacetate, O1CCCC1 (tetrahydrofuran), FC1=CC=C(C=C1)C(CCC)=O (4'-fluorobutyrophenone), O1CCCC1 (tetrahydrofuran). Run at time 0.25 hour. Yields the product FC1=CC=C(C=C1)C(=CC(=O)OCC)CCC (ethyl 3-(4-fluorophenyl)hexenoate). The yield is 60.0%. Reaction SMILES: C([Li])CCC.C[OH:7].[F:8][C:9]1[CH:14]=[CH:13][C:12]([C:15](=O)[CH2:16][CH2:17][CH3:18])=[CH:11][CH:10]=1.[O:20]1[CH2:24][CH2:23][CH2:22][CH2:21]1>>[F:8][C:9]1[CH:14]=[CH:13][C:12]([C:15]([CH2:16][CH2:17][CH3:18])=[CH:22][C:21]([O:20][CH2:24][CH3:23])=[O:7])=[CH:11][CH:10]=1. Procedure details: A solution of butyllithium, 2.5M in hexanes (166 ml, 0.416 mol, Aldrich) was added dropwise over 0.5 hr, with rapid mechanical stirring, to a solution of triethyl phosphonoacetate (93.2 g, 0.416 mol, Aldrich) in tetrahydrofuran (700 ml, anhydrous, Aldrich) at <5° C. while blanketed with a nitrogen atmosphere. This solution was stirred for an additional 0.25 hr and cooled to -5° C. with a methanol:ice bath and a solution of 4'-fluorobutyrophenone (69 g, 0.416 mol, Aldrich) in tetrahydrofuran (150... The reactants are C(#CCCCCCC)C1=CC=C(C=C1)C1CC(CC1)=O (3-(4-(oct-1-ynyl)phenyl)cyclopentanone). Reagents/catalysts: C(=O)O (formic acid), [Pd] (Pd/C). Run in CO (methanol). Reaction conditions: time 2 day. Product: C(CCCCCCC)C1=CC=C(C=C1)C1CC(CC1)=O (3-(4-octylphenyl)cyclopentanone). As a reaction SMILES: [C:1]([C:9]1[CH:14]=[CH:13][C:12]([CH:15]2[CH2:19][CH2:18][C:17](=[O:20])[CH2:16]2)=[CH:11][CH:10]=1)#[C:2][CH2:3][CH2:4][CH2:5][CH2:6][CH2:7][CH3:8]>C(O)=O.[Pd].CO>[CH2:1]([C:9]1[CH:14]=[CH:13][C:12]([CH:15]2[CH2:19][CH2:18][C:17](=[O:20])[CH2:16]2)=[CH:11][CH:10]=1)[CH2:2][CH2:3][CH2:4][CH2:5][CH2:6][CH2:7][CH3:8]. Procedure details: Several drops of formic acid and catalytic amount 5% Pd/C was added to a 25 mL flask charged with 10 mL methanol and 1.34 g (5 mmol) of 2. The reaction vessel was flushed with H2, 3 times, and then mounted with a H2 balloon. After two days of hydrogenolysis, the solute was filtered through a pad of silica, and concentrated to provide a yellow oil. 1.32 g (98%) product was collected. 1H NMR (CDCl3) δ 7.18 (s, 4H, ArH), 3.38 (m, 1H, ArCHCC), 2.60 (t, 2H, CCCH2CH2), 2.45-1.91 (m, 6H, cyclo-pentyl),... The reactants are NC1=NC=C(C2=C1C(=CS2)C=2C=C1CCN(C1=CC2)C(CC2=CC=CC=C2)=O)C=2CCN(CC2)C(=O)OC(C)(C)C (1,1-dimethylethyl 4-{4-amino-3-[1-(phenylacetyl)-2,3-dihydro-1H-indol-5-yl]thieno[3,2-c]pyridin-7-yl}-3,6-dihydro-1(2H)-pyridinecarboxylate), C(=O)(C(F)(F)F)O (TFA). The solvent is ClCCl (Dichloromethane). Run at time 1 hour. Yields the product C1(=CC=CC=C1)CC(=O)N1CCC2=CC(=CC=C12)C1=CSC2=C1C(=NC=C2C=2CCNCC2)N (3-[1-(phenylacetyl)-2,3-dihydro-1H-indol-5-yl]-7-(1,2,3,6-tetrahydro-4-pyridinyl)thieno[3,2-c]pyridin-4-amine). The yield is 67.4%. Reaction SMILES: [NH2:1][C:2]1[C:7]2[C:8]([C:11]3[CH:12]=[C:13]4[C:17](=[CH:18][CH:19]=3)[N:16]([C:20](=[O:28])[CH2:21][C:22]3[CH:27]=[CH:26][CH:25]=[CH:24][CH:23]=3)[CH2:15][CH2:14]4)=[CH:9][S:10][C:6]=2[C:5]([C:29]2[CH2:30][CH2:31][N:32](C(OC(C)(C)C)=O)[CH2:33][CH:34]=2)=[CH:4][N:3]=1.C(O)(C(F)(F)F)=O>ClCCl>[C:22]1([CH2:21][C:20]([N:16]2[C:17]3[C:13](=[CH:12][C:11]([C:8]4[C:7]5[C:2]([NH2:1])=[N:3][CH:4]=[C:5]([C:29]6[CH2:30][CH2:31][NH:32][CH2:33][CH:34]=6)[C:6]=5[S:10][CH:9]=4)=[CH:19][CH:18]=3)[CH2:14][CH2:15]2)=[O:28])[CH:27]=[CH:26][CH:25]=[CH:24][CH:23]=1. Procedure details: A mixture of 1,1-dimethylethyl 4-{4-amino-3-[1-(phenylacetyl)-2,3-dihydro-1H-indol-5-yl]thieno[3,2-c]pyridin-7-yl}-3,6-dihydro-1(2H)-pyridinecarboxylate (54 mg, 0.095 mmol) and TFA (1.0 mL, 12.98 mmol) in Dichloromethane (DCM) (1 mL) was stirred at room temperature under Nitrogen for 1 hr. The mixture was then concentrated in vacuo, NaHCO3 (5 mL) was added, and it was extracted with methylene chloride (3×5 mL). The extracts were dried (Na2SO4), filtered, and concentrated in vacuo. The residue wa... Starting materials: C([O-])([O-])=O.[Na+].[Na+] (sodium carbonate), OO (hydrogen peroxide), C1=CC2=C(C(=C1)O)N=CC=C2 (oxine), C(CCCCCCCCCCC)OS(=O)(=O)C1=CC=CC=C1.[Na] (sodium dodecylbenzenesulfonate). The solvent is C(C)O (ethanol), O (water). Yields the product C(=O)([O-])[O-].C(=O)([O-])[O-].OO.OO.OO.[Na+].[Na+].[Na+].[Na+] (sodium percarbonate). As a reaction SMILES: C1C=C(O)C2N=CC=CC=2C=1.C(OS(C1C=CC=CC=1)(=O)=O)CCCCCCCCCCC.[Na].[C:35](=[O:38])([O-:37])[O-:36].[Na+:39].[Na+].[OH:41][OH:42]>C(O)C.O>[C:35]([O-:38])([O-:37])=[O:36].[C:35]([O-:38])([O-:37])=[O:36].[OH:41][OH:42].[OH:41][OH:42].[OH:41][OH:42].[Na+:39].[Na+:39].[Na+:39].[Na+:39] |f:1.2,3.4.5,9.10.11.12.13.14.15.16.17,^1:33|. Procedure details: 0.1 Gram of oxine and 1 gr of sodium dodecylbenzenesulfonate were dissolved in 5 ml of ethanol, and the mixture was poured into 500 ml of water and well agitated. Then 210 gr of sodium carbonate was added and dissolved in the mixture, followed by the further addition of 340 gr of 30% aqueous hydrogen peroxide solution to react with the mixture. The solution was then cooled to 0° to 5° C. and the produced crystals of sodium percarbonate were filtered out. These crystals were then dried either und...